Task: describe an organic reaction: reactants, conditions, products, and yield. Dataset: the Open Reaction Database (ORD), a public repository of structured organic reaction records Run in O1CCOCC1 (dioxane). Reactants: ClC1=CC=C(C=C1)C1=NOC2=C1[C@@H](CC[C@@H](C2)C(=O)OC)C (methyl cis-3-(4-chlorophenyl)-5,6,7,8-tetrahydro-4-methyl-4H-cyclohept[d]isoxazole-7-carboxylate), [OH-].[Na+] (sodium hydroxide), O (Water). Isolated yield 85.0%. Reaction SMILES: [Cl:1][C:2]1[CH:7]=[CH:6][C:5]([C:8]2[C:12]3[C@H:13]([CH3:22])[CH2:14][CH2:15][C@H:16]([C:18]([O:20]C)=[O:19])[CH2:17][C:11]=3[O:10][N:9]=2)=[CH:4][CH:3]=1.[OH-].[Na+].O>O1CCOCC1>[Cl:1][C:2]1[CH:3]=[CH:4][C:5]([C:8]2[C:12]3[C@H:13]([CH3:22])[CH2:14][CH2:15][C@H:16]([C:18]([OH:20])=[O:19])[CH2:17][C:11]=3[O:10][N:9]=2)=[CH:6][CH:7]=1 |f:1.2|. Procedure: 0.079 g (0.25 mmol) of methyl cis-3-(4-chlorophenyl)-5,6,7,8-tetrahydro-4-methyl-4H-cyclohept[d]isoxazole-7-carboxylate in 10 ml of dioxane was stirred at room temperature for 1 hour with 5 ml of 1N aqueous sodium hydroxide solution. Water was added and the solution was partially evaporated. The solution was acidified with 1N hydrochloric acid and the precipitate was collected, washed with water and dried to give 0.065 g of cis-3-(4-chlorophenyl)-5,6,7,8-tetrahydro-4-methyl-4H-cyclohept[d]isoxaz... Product: ClC1=CC=C(C=C1)C1=NOC2=C1[C@@H](CC[C@@H](C2)C(=O)O)C (cis-3-(4-chlorophenyl)-5,6,7,8-tetrahydro-4-methyl-4H-cyclohept[d]isoxazole-7-carboxylic acid).